describe an organic reaction: reactants, conditions, products, and yield From a dataset of the Open Reaction Database (ORD), a public repository of structured organic reaction records. The reactants are ClC1=NC(=NC(=C1)Cl)C (4,6-dichloro-2-methylpyrimidine), CC1=NNC(=N1)C (3,5-dimethyl-1H-1,2,4-triazole), C(=O)([O-])[O-].[Cs+].[Cs+] (Cs2CO3). The solvent is C1CCOC1 (THF). Yields the product ClC1=NC(=NC(=C1)N1N=C(N=C1C)C)C (4-chloro-6-(3,5-dimethyl-1H-1,2,4-triazol-1-yl)-2-methylpyrimidine). Reaction SMILES: Cl[C:2]1[CH:7]=[C:6]([Cl:8])[N:5]=[C:4]([CH3:9])[N:3]=1.[CH3:10][C:11]1[N:15]=[C:14]([CH3:16])[NH:13][N:12]=1.C([O-])([O-])=O.[Cs+].[Cs+]>C1COCC1>[Cl:8][C:6]1[CH:7]=[C:2]([N:12]2[C:11]([CH3:10])=[N:15][C:14]([CH3:16])=[N:13]2)[N:3]=[C:4]([CH3:9])[N:5]=1 |f:2.3.4|. Procedure: A mixture of 4,6-dichloro-2-methylpyrimidine (505 mg, 3.1 mmol), 3,5-dimethyl-1H-1,2,4-triazole (300 mg, 3.1 mmol) and Cs2CO3 (1.54 g, 4.7 mmol) in THF (20 mL) was heated at reflux overnight. The mixture was filtered and the filtrate was concentrated to give 4-chloro-6-(3,5-dimethyl-1H-1,2,4-triazol-1-yl)-2-methylpyrimidine that was used without further purification. MS: m/z=224.1 (M+H). Starting materials: OC=1C=C2C=CC(=CC2=CC1)C(C#N)C ((6-hydroxy-2-naphthyl)-propanonitrile), C1(=CC=CC=C1)P(C1=CC=CC=C1)C1=CC=CC=C1 (triphenylphosphine), C(CCCCCCCCC)O (n-decyl alcohol), N(=NC(=O)OCC)C(=O)OCC (diethyl azodicarboxylate). Run in C1CCOC1 (THF). Conditions: temperature 5 celsius. Product: C(CCCCCCCCC)OC=1C=C2C=CC(=CC2=CC1)C(C#N)C ((6-n-decyloxy-2-naphthyl)propanonitrile). Reaction SMILES: [OH:1][C:2]1[CH:3]=[C:4]2[C:9](=[CH:10][CH:11]=1)[CH:8]=[C:7]([CH:12]([CH3:15])[C:13]#[N:14])[CH:6]=[CH:5]2.C1(P(C2C=CC=CC=2)C2C=CC=CC=2)C=CC=CC=1.N(C(OCC)=O)=NC(OCC)=O.[CH2:47](O)[CH2:48][CH2:49][CH2:50][CH2:51][CH2:52][CH2:53][CH2:54][CH2:55][CH3:56]>C1COCC1>[CH2:47]([O:1][C:2]1[CH:3]=[C:4]2[C:9](=[CH:10][CH:11]=1)[CH:8]=[C:7]([CH:12]([CH3:15])[C:13]#[N:14])[CH:6]=[CH:5]2)[CH2:48][CH2:49][CH2:50][CH2:51][CH2:52][CH2:53][CH2:54][CH2:55][CH3:56]. Procedure details: Into 20 ml of dry THF, were dissolved 1.5 g of oa (6-hydroxy-2-naphthyl)-propanonitrile and 3.0 g of triphenylphosphine, and cooled to 5° C. To this solution, were added dropwise 2.0 g of diethyl azodicarboxylate and then 1.2 g of n-decyl alcohol, and stirred at room temperature for 12 hours. The resulting reaction mixture was extracted with ether, followed by washing three times the ether phase with water and then distilling off the ether. The resulting oily product was extracted with hexane, a... The reactants are CC(C)(C)OC(=O)NCCCC(=O)O, COC(=O)CCCN1CCN(Cc2ccccc2)CC1, ClCCl, On1nnc2ccccc21. The product is COC(=O)CCCN1CCN(C(=O)CCNC(=O)OC(C)(C)C)CC1. RXN SMILES: [C:1]([CH3:2])([CH3:3])([CH3:4])[O:5][C:6](=[O:7])[NH:8][CH2:9][CH2:10][CH2:11][C:12]([OH:13])=[O:14].[CH2:25]([c:26]1[cH:27][cH:28][cH:29][cH:30][cH:31]1)[N:32]1[CH2:33][CH2:34][N:35]([CH2:38][CH2:39][CH2:40][C:41](=[O:42])[O:43][CH3:44])[CH2:36][CH2:37]1.[Cl:45][CH2:46][Cl:47].[OH:15][n:16]1[c:17]2[c:18]([cH:19][cH:20][cH:21][cH:22]2)[n:23][n:24]1>>[C:1]([CH3:2])([CH3:3])([CH3:4])[O:5][C:6](=[O:7])[NH:8][CH2:9][CH2:10][C:11](=[O:15])[N:32]1[CH2:33][CH2:34][N:35]([CH2:38][CH2:39][CH2:40][C:41](=[O:42])[O:43][CH3:44])[CH2:36][CH2:37]1. Starting materials: CC(C)([O-])C.[K+] (potassium-t-butoxide), O (water), [Br-].ClC1=CC=C(C[P+](C2=CC=CC=C2)(C2=CC=CC=C2)C2=CC=CC=C2)C=C1 (4-chlorobenzyltriphenyl phosphonium bromide), C(CC)[C@@H]1CC[C@H](CC1)CC[C@@H]1CC[C@H](CC1)C1=C(C=O)C=CC=C1 ((trans-4-(2-(trans-4-n-propylcyclohexyl)ethyl)cyclohexyl)benzaldehyde). Solvent: C1CCOC1 (THF), C1CCOC1 (THF). Reaction conditions: time 1 hour. Product: C(CC)[C@@H]1CC[C@H](CC1)CC[C@@H]1CC[C@H](CC1)C1=CC=C(C=C1)C=CC1=CC=C(C=C1)Cl (4-(2-(4-(trans-4-(2-(trans-4-n-propylcyclohexyl)ethyl)cyclohexyl)phenyl)ethenyl)chlorobenzene). The yield is 68.2%. As a reaction SMILES: [Br-].[Cl:2][C:3]1[CH:28]=[CH:27]C(C[P+](C2C=CC=CC=2)(C2C=CC=CC=2)C2C=CC=CC=2)=[CH:5][CH:4]=1.[CH3:29][C:30](C)([O-])C.[K+].[CH2:35]([C@H:38]1[CH2:43][CH2:42][C@H:41]([CH2:44][CH2:45][C@H:46]2[CH2:51][CH2:50][C@H:49]([C:52]3[CH:59]=[CH:58][CH:57]=[CH:56][C:53]=3[CH:54]=O)[CH2:48][CH2:47]2)[CH2:40][CH2:39]1)[CH2:36][CH3:37].O>C1COCC1>[CH2:35]([C@H:38]1[CH2:43][CH2:42][C@H:41]([CH2:44][CH2:45][C@H:46]2[CH2:47][CH2:48][C@H:49]([C:52]3[CH:30]=[CH:29][C:57]([CH:56]=[CH:53][C:54]4[CH:27]=[CH:28][C:3]([Cl:2])=[CH:4][CH:5]=4)=[CH:58][CH:59]=3)[CH2:50][CH2:51]2)[CH2:40][CH2:39]1)[CH2:36][CH3:37] |f:0.1,2.3|. Reported procedure: Suspension of 10.7 g of 4-chlorobenzyltriphenyl phosphonium bromide in 100 ml of THF was stirred under nitrogen gas stream and 2.5 g of potassium-t-butoxide was added thereto at room temperature. After stirred at room temperature for 1 hour, a solution prepared by dissolving 6 g of the (trans-4-(2-(trans-4-n-propylcyclohexyl)ethyl)cyclohexyl)benzaldehyde mentioned above in 50 ml of THF was added dropwise. After stirred at room temperature for 2 hours, 300 ml of water was added and extracted with... The reactants are C(\C=C\C1=CC(OC)=C(O)C=C1)(=O)O (Ferulic acid), CO (methanol). Run at time 5 minute. The product is OC(C(=O)O)=CC1=CC=CC=C1 (hydroxycinnamic acid). RXN SMILES: [C:1]([OH:14])(=[O:13])/[CH:2]=[CH:3]/[C:4]1[CH:12]=[CH:11][C:9](O)=[C:6](OC)[CH:5]=1.C[OH:16]>>[OH:16][C:2](=[CH:3][C:4]1[CH:12]=[CH:11][CH:9]=[CH:6][CH:5]=1)[C:1]([OH:14])=[O:13]. Reported procedure: Ferulic acid determination. Enzymatic hydrolysates were dilued to ½ with methanol 100%, centrifuged at 12,000×g for 5 min and supernatants were filtered through a 0.2 μm nylon filter (Gelman Sciences, Acrodisc 13, Ann Arbor, Mich.). Filtrates were analyzed by HPLC (25 μL injected). HPLC analyses were performed at 280 nm and 30° C. on a HP1100 model (Hewlett-Packard Rockville, Md.) equipped with a variable UV/VIS detector, a 100-position autosampler-autoinjector. Separations were achieved on a Me...